describe an organic reaction: reactants, conditions, products, and yield From a dataset of the Open Reaction Database (ORD), a public repository of structured organic reaction records. Reactants: O.[OH-].[Li+] (Lithium hydroxide monohydrate), BrC=1C=C2COC(=O)C2=CC1 (5-bromophthalide). Run in O1CCCC1.CO.O (tetrahydrofuran methanol water). Run at time 8 hour. Yields the product BrC=1C=CC(=C(C(=O)O)C1)CO (5-Bromo-2-hydroxymethyl-benzoic acid). RXN SMILES: [OH2:1].[OH-].[Li+].[Br:4][C:5]1[CH:6]=[C:7]2[C:12](=[CH:13][CH:14]=1)[C:10](=[O:11])[O:9][CH2:8]2>O1CCCC1.CO.O>[Br:4][C:5]1[CH:14]=[CH:13][C:12]([CH2:10][OH:11])=[C:7]([CH:6]=1)[C:8]([OH:1])=[O:9] |f:0.1.2,4.5.6|. Procedure: Lithium hydroxide monohydrate (11.80 g, 281.6 mmol) was added at room temperature over several minutes to a solution of 5-bromophthalide (20.0 g, 93.88 mmol) in a 2:1:1 solution of tetrahydrofuran/methanol/water (570 mL) and the reaction mixture stirred at room temperature overnight. The reaction mixture was concentrated under reduced pressure and azeotropically dried with benzene to give 5-Bromo-2-hydroxymethyl-benzoic acid as a white solid. The material was used without further purification: 1...